From a dataset of the Open Reaction Database (ORD), a public repository of structured organic reaction records. describe an organic reaction: reactants, conditions, products, and yield The reactants are OC1=C(C(=NC=2N1N=C(C2)C2=CC=CC=C2)C)C(=O)OCC (ethyl 7-hydroxy-5-methyl-2-phenylpyrazolo[1.5-a]pyrimidine-6-carboxylate), O (water), C([O-])([O-])=O.[K+].[K+] (potassium carbonate), CI (Methyl iodide). Run in CC(=O)C (acetone). Reaction conditions: time 30 minute. The product is COC1=C(C(=NC=2N1N=C(C2)C2=CC=CC=C2)C)C(=O)O (7-Methoxy-5-methyl-2-phenylpyrazolo[1,5-a]pyrimidine-6-carboxylic acid). The yield is 42.8%. RXN SMILES: [OH:1][C:2]1[N:7]2[N:8]=[C:9]([C:11]3[CH:16]=[CH:15][CH:14]=[CH:13][CH:12]=3)[CH:10]=[C:6]2[N:5]=[C:4]([CH3:17])[C:3]=1[C:18]([O:20]CC)=[O:19].[C:23](=O)([O-])[O-].[K+].[K+].CI.O>CC(C)=O>[CH3:23][O:1][C:2]1[N:7]2[N:8]=[C:9]([C:11]3[CH:12]=[CH:13][CH:14]=[CH:15][CH:16]=3)[CH:10]=[C:6]2[N:5]=[C:4]([CH3:17])[C:3]=1[C:18]([OH:20])=[O:19] |f:1.2.3|. Procedure details: The ethyl 7-hydroxy-5-methyl-2-phenylpyrazolo[1.5-a]pyrimidine-6-carboxylate (297 mg) obtained above was suspended in acetone (5 ml), and potassium carbonate (138 mg) was added thereto and stirred for 30 minutes at room temperature. Methyl iodide (1.0 ml) was added to the mixture which was then refluxed for 2 hours. The reaction mixture was cooled to room temperature, and water was added to the reaction mixture which was extracted with chloroform, and the organic phase was washed with a saturate... Starting materials: BrC1=NC=CC=C1 (2-bromopyridine), C#CCC (1-butyne). Reagents/catalysts: Cl[Pd]([P](C1=CC=CC=C1)(C2=CC=CC=C2)C3=CC=CC=C3)([P](C4=CC=CC=C4)(C5=CC=CC=C5)C6=CC=CC=C6)Cl (dichlorobis(triphenylphosphine)palladium), [Cu](I)I (copper iodide). The solvent is C(C)NCC (diethylamine). Reaction conditions: time 4 hour. Product: C(#CCC)C1=NC=CC=C1 (2-(1-Butynyl)pyridine). The yield is 84.3%. As a reaction SMILES: Br[C:2]1[CH:7]=[CH:6][CH:5]=[CH:4][N:3]=1.[CH:8]#[C:9][CH2:10][CH3:11]>C(NCC)C.Cl[Pd](Cl)([P](C1C=CC=CC=1)(C1C=CC=CC=1)C1C=CC=CC=1)[P](C1C=CC=CC=1)(C1C=CC=CC=1)C1C=CC=CC=1.[Cu](I)I>[C:8]([C:2]1[CH:7]=[CH:6][CH:5]=[CH:4][N:3]=1)#[C:9][CH2:10][CH3:11] |^1:19,38|. Procedure details: After dissolving 2-bromopyridine (50 g) in diethylamine (500 mL) and adding dichlorobis(triphenylphosphine)palladium (II) (2.2 g) and copper iodide (0.3 g), the mixture was stirred at room temperature for 4 hours while introducing 1-butyne (100 g) as a gas. After bubbling in nitrogen, extraction was performed with ethyl acetate. The insoluble portion was filtered out with celite, and then the organic layer was washed with water and brine. After drying over anhydrous magnesium sulfate and filtrat... Reactants: ClC1=NC(=C2C(=N1)N(N=C2)C)N2CC1CCC(C2)O1 (3-(6-chloro-1-methyl-1H-pyrazolo[3,4-d]pyrimidin-4-yl)-8-oxa-3-azabicyclo[3.2.1]octane), NC1=CC=C(C=C1)B1OC(C)(C)C(C)(C)O1 (4-aminophenylboronic acid pinacol ester). The reagents and catalysts are C=1C=CC(=CC1)[P](C=2C=CC=CC2)(C=3C=CC=CC3)[Pd]([P](C=4C=CC=CC4)(C=5C=CC=CC5)C=6C=CC=CC6)([P](C=7C=CC=CC7)(C=8C=CC=CC8)C=9C=CC=CC9)[P](C=1C=CC=CC1)(C=1C=CC=CC1)C=1C=CC=CC1 (tetrakis(triphenylphosphine)palladium(0)). Solvent: C1(=CC=CC=C1)C.C(C)O (toluene ethanol), C([O-])([O-])=O.[Na+].[Na+] (sodium carbonate). Conditions: temperature 120 celsius. Yields the product C12CN(CC(CC1)O2)C2=C1C(=NC(=N2)C2=CC=C(N)C=C2)N(N=C1)C (4-(4-(8-oxa-3-azabicyclo[3.2.1]octan-3-yl)-1-methyl-1H-pyrazolo[3,4-d]pyrimidin-6-yl)aniline). Reaction SMILES: Cl[C:2]1[N:7]=[C:6]2[N:8]([CH3:11])[N:9]=[CH:10][C:5]2=[C:4]([N:12]2[CH2:18][CH:17]3[O:19][CH:14]([CH2:15][CH2:16]3)[CH2:13]2)[N:3]=1.[NH2:20][C:21]1[CH:26]=[CH:25][C:24](B2OC(C)(C)C(C)(C)O2)=[CH:23][CH:22]=1>C1(C)C=CC=CC=1.C(O)C.C(=O)([O-])[O-].[Na+].[Na+].C1C=CC([P]([Pd]([P](C2C=CC=CC=2)(C2C=CC=CC=2)C2C=CC=CC=2)([P](C2C=CC=CC=2)(C2C=CC=CC=2)C2C=CC=CC=2)[P](C2C=CC=CC=2)(C2C=CC=CC=2)C2C=CC=CC=2)(C2C=CC=CC=2)C2C=CC=CC=2)=CC=1>[CH:14]12[O:19][CH:17]([CH2:16][CH2:15]1)[CH2:18][N:12]([C:4]1[N:3]=[C:2]([C:24]3[CH:25]=[CH:26][C:21]([NH2:20])=[CH:22][CH:23]=3)[N:7]=[C:6]3[N:8]([CH3:11])[N:9]=[CH:10][C:5]=13)[CH2:13]2 |f:2.3,4.5.6,^1:55,57,76,95|. Procedure details: A mixture of 3-(6-chloro-1-methyl-1H-pyrazolo[3,4-d]pyrimidin-4-yl)-8-oxa-3-azabicyclo[3.2.1]octane (0.40 g, 1.4 mmol), 4-aminophenylboronic acid pinacol ester (0.47 g, 2.1 mmol), and tetrakis(triphenylphosphine)palladium(0) (0.16 g, 10 mol %) in toluene/ethanol (1:1, 7 mL) and 2 M aqueous sodium carbonate solution (2 mL) was heated in a 10-20 mL Smith process vial in the microwave reactor for one hour at 120° C. The cooled mixture was partitioned between ethyl acetate and water. The aqueous pha... The reactants are C[O-], CN(C)C=O, CO, CCOC(C)=O, [Cl-], [Cu]I, [NH4+], [NH4+], [Na+], [OH-], O, c1ccc(Nc2cnc3[nH]ccc3c2)cc1. The product is COc1cnc2[nH]ccc2c1. RXN SMILES: [CH3:17][O-:18].[CH3:25][N:26]([CH3:27])[CH:28]=[O:29].[CH3:30][OH:31].[CH3:32][CH2:33][O:34][C:35](=[O:36])[CH3:37].[Cl-:23].[Cu:38][I:39].[NH4+:22].[NH4+:24].[Na+:19].[OH-:21].[OH2:20].[c:1]1([NH:2][c:8]2[cH:9][c:10]3[c:11]([n:12][cH:13]2)[nH:14][cH:15][cH:16]3)[cH:3][cH:4][cH:5][cH:6][cH:7]1>>[c:8]1([O:18][CH3:17])[cH:9][c:10]2[c:11]([n:12][cH:13]1)[nH:14][cH:15][cH:16]2. The reactants are C(C)OC1=CC=C(C=C1)C=1C=CC2=C(C=C(CCN2C=O)C(=O)OC)C1 (methyl 7-(4-ethoxyphenyl)-1-formyl-2,3-dihydro-1H-1-benzazepine-4-carboxylate), [OH-].[Na+] (sodium hydroxide). Solvent: CO (methanol), C1CCOC1 (THF). Reaction conditions: time 8 hour. Product: C(C)OC1=CC=C(C=C1)C=1C=CC2=C(C=C(CCN2C=O)C(=O)O)C1 (7-(4-ethoxyphenyl)-1-formyl-2,3-dihydro-1H-1-benzazepine-4-carboxylic acid). Isolated yield 99.8%. Reaction SMILES: [CH2:1]([O:3][C:4]1[CH:9]=[CH:8][C:7]([C:10]2[CH:11]=[CH:12][C:13]3[N:19]([CH:20]=[O:21])[CH2:18][CH2:17][C:16]([C:22]([O:24]C)=[O:23])=[CH:15][C:14]=3[CH:26]=2)=[CH:6][CH:5]=1)[CH3:2].[OH-].[Na+]>CO.C1COCC1>[CH2:1]([O:3][C:4]1[CH:9]=[CH:8][C:7]([C:10]2[CH:11]=[CH:12][C:13]3[N:19]([CH:20]=[O:21])[CH2:18][CH2:17][C:16]([C:22]([OH:24])=[O:23])=[CH:15][C:14]=3[CH:26]=2)=[CH:6][CH:5]=1)[CH3:2] |f:1.2|. Procedure: In methanol (25 ml) and THF (30 ml) was dissolved methyl 7-(4-ethoxyphenyl)-1-formyl-2,3-dihydro-1H-1-benzazepine-4-carboxylate (0.24 g). To the solution was added 1N sodium hydroxide solution (5 ml) and the mixture was stirred at room temperature overnight and concentrated. To the residue was added water, and the mixture was neutralized with 1N hydrochloric acid and extracted with ethyl acetate. The organic layer was washed with water and saturated brine and dried with anhydrous magnesium sulfa... Reactants: Cc1ccccc1, O=S1(=O)N=C2CCCN2c2ccccc21. Product: O=S1(=O)NC2CCCN2c2ccccc21. Reaction SMILES: [CH3:16][c:17]1[cH:18][cH:19][cH:20][cH:21][cH:22]1.[O:1]=[S:2]1(=[O:15])[N:3]=[C:4]2[N:5]([c:6]3[c:7]1[cH:8][cH:9][cH:10][cH:11]3)[CH2:12][CH2:13][CH2:14]2>>[O:1]=[S:2]1(=[O:15])[NH:3][CH:4]2[N:5]([c:6]3[c:7]1[cH:8][cH:9][cH:10][cH:11]3)[CH2:12][CH2:13][CH2:14]2. The reactants are FC=1C=C(C=CC1)C1=NC=C(C=C1)[N+](=O)[O-] (2-(3-fluorophenyl)-5-nitropyridine), [H][H] (hydrogen). The reagents and catalysts are [Pd] (Pd/C). Run in CO (methanol). Reaction conditions: time 4 hour. Yields the product FC=1C=C(C=CC1)C1=CC=C(C=N1)N (6-(3-fluorophenyl)pyridin-3-amine). RXN SMILES: [F:1][C:2]1[CH:3]=[C:4]([C:8]2[CH:13]=[CH:12][C:11]([N+:14]([O-])=O)=[CH:10][N:9]=2)[CH:5]=[CH:6][CH:7]=1.[H][H]>[Pd].CO>[F:1][C:2]1[CH:3]=[C:4]([C:8]2[N:9]=[CH:10][C:11]([NH2:14])=[CH:12][CH:13]=2)[CH:5]=[CH:6][CH:7]=1. Reported procedure: To a round-bottom flask was added 2-(3-fluorophenyl)-5-nitropyridine (3.8 g, 17 mmol), Pd/C (0.5 g) and methanol (100 mL). The reaction was stirred for 4 hours under hydrogen atmosphere by attaching a hydrogen balloon. The reaction was flushed with nitrogen and the solid was removed by filtration. The solvent was removed by rotary evaporation to give 6-(3-fluorophenyl)pyridin-3-amine 219-1 as brown solid. MS m/z 189.1 (M+1). The reactants are C(=O)C1=C(N)C=C(C=C1)OC (2-Formyl-5-methoxyaniline), NC(=O)N (urea). Run in O (H2O). Conditions: temperature 175 celsius, time 1 hour. Product: OC1=NC2=CC(=CC=C2C=N1)OC (2-Hydroxy-7-methoxyquinazoline). As a reaction SMILES: [CH:1]([C:3]1[CH:9]=[CH:8][C:7]([O:10][CH3:11])=[CH:6][C:4]=1[NH2:5])=O.[NH2:12][C:13](N)=[O:14]>O>[OH:14][C:13]1[N:12]=[CH:1][C:3]2[C:4](=[CH:6][C:7]([O:10][CH3:11])=[CH:8][CH:9]=2)[N:5]=1. Reported procedure: 2-Formyl-5-methoxyaniline (11.93 g, 79.5 mmol, 1.0 eq) and urea (38.0 g, 0.636 mol, 8.0 eq) were mixed, ground into a fine powder and placed into a 1 L 2-neck flask equipped with a mechanical stirrer and an air condenser. The flask was placed into a preheated (160° C.) oil bath. The reaction mixture melted and was stirred at 170-180° C. for 1 hour until it solidified forming yellowish-brown solid. The reaction mixture was cooled to RT, crushed, mixed with 70 mL of H2O and stirred for ˜1 hour at ... Starting materials: CCN(C(C)C)C(C)C, COc1ccc(CSCC(=O)N2C(=O)OCC2c2ccccc2)cc1, CC(C)O, ClCCl, CC(C)(C)OC(=O)COc1ccc(C=Nc2ccc(F)cc2)cc1, O. Yields the product COc1ccc(CSC(C(=O)N2C(=O)OCC2c2ccccc2)C(Nc2ccc(F)cc2)c2ccc(OCC(=O)OC(C)(C)C)cc2)cc1. As a reaction SMILES: [CH2:50]([N:51]([CH:52]([CH3:53])[CH3:54])[CH:55]([CH3:56])[CH3:57])[CH3:58].[CH3:1][O:2][c:3]1[cH:4][cH:5][c:6]([CH2:7][S:8][CH2:9][C:10](=[O:11])[N:12]2[C:13](=[O:23])[O:14][CH2:15][CH:16]2[c:17]2[cH:18][cH:19][cH:20][cH:21][cH:22]2)[cH:24][cH:25]1.[CH:59]([OH:60])([CH3:61])[CH3:62].[Cl:63][CH2:64][Cl:65].[F:26][c:27]1[cH:28][cH:29][c:30]([N:33]=[CH:34][c:35]2[cH:36][cH:37][c:38]([O:39][CH2:40][C:41](=[O:42])[O:43][C:44]([CH3:45])([CH3:46])[CH3:47])[cH:48][cH:49]2)[cH:31][cH:32]1.[OH2:66]>>[CH3:1][O:2][c:3]1[cH:4][cH:5][c:6]([CH2:7][S:8][CH:9]([C:10](=[O:11])[N:12]2[C:13](=[O:23])[O:14][CH2:15][CH:16]2[c:17]2[cH:18][cH:19][cH:20][cH:21][cH:22]2)[CH:34]([NH:33][c:30]2[cH:29][cH:28][c:27]([F:26])[cH:32][cH:31]2)[c:35]2[cH:36][cH:37][c:38]([O:39][CH2:40][C:41](=[O:42])[O:43][C:44]([CH3:45])([CH3:46])[CH3:47])[cH:48][cH:49]2)[cH:24][cH:25]1.